From a dataset of the Open Reaction Database (ORD), a public repository of structured organic reaction records. describe an organic reaction: reactants, conditions, products, and yield Reactants: C(C(C)(C)C)(=O)OCI (iodomethyl pivalate), [Na] (sodium), C(=O)(O)C=1N2C(C(C2SCC1CSC1=NN=NN1C)NC(CC=1SC(SC1)=O)=O)=O (2-carboxy-3-[(1-methyl-1,2,3,4-tetrazol-5-yl)-thiomethyl]-8-oxo-7-[(1,3-dithiol-2-on-4-yl)-acetamido]-5-thia-1-aza-bicyclo[4.2.0]oct-2-ene). The solvent is CN(C=O)C (dimethylformamide), CN(C=O)C (dimethylformamide). Reaction conditions: temperature 5 celsius. The product is CN1N=NN=C1SCC1=C(N2C(C(C2SC1)NC(CC=1SC(SC1)=O)=O)=O)C(=O)OCOC(C(C)(C)C)=O (3-[(1-Methyl-1,2,3,4-tetrazol-5-yl)-thiomethyl]-8-oxo-7-[(1,3-dithiol-2-on-4-yl)-acetamido]-2-pivaloyloxymethoxycarbonyl-5-thia-1-aza-bicyclo[4.2.0]oct-2-ene). The yield is 30.7%. Reaction SMILES: [C:1]([O:7][CH2:8]I)(=[O:6])[C:2]([CH3:5])([CH3:4])[CH3:3].[Na].[C:11]([C:14]1[N:15]2[CH:18]([S:19][CH2:20][C:21]=1[CH2:22][S:23][C:24]1[N:28]([CH3:29])[N:27]=[N:26][N:25]=1)[CH:17]([NH:30][C:31](=[O:39])[CH2:32][C:33]1[S:34][C:35](=[O:38])[S:36][CH:37]=1)[C:16]2=[O:40])([OH:13])=[O:12]>CN(C)C=O>[CH3:29][N:28]1[C:24]([S:23][CH2:22][C:21]2[CH2:20][S:19][CH:18]3[N:15]([C:16](=[O:40])[CH:17]3[NH:30][C:31](=[O:39])[CH2:32][C:33]3[S:34][C:35](=[O:38])[S:36][CH:37]=3)[C:14]=2[C:11]([O:13][CH2:8][O:7][C:1](=[O:6])[C:2]([CH3:5])([CH3:4])[CH3:3])=[O:12])=[N:25][N:26]=[N:27]1 |^1:9|. Procedure: A solution of iodomethyl pivalate (8.65 g.) in dimethylformamide (70 cc.) is added to a solution of the sodium salt of 2-carboxy-3-[(1-methyl-1,2,3,4-tetrazol-5-yl)-thiomethyl]-8-oxo-7-[(1,3-dithiol-2-on-4-yl)-acetamido]-5-thia-1-aza-bicyclo[4.2.0]oct-2-ene (18.2 g.) in dimethylformamide (115 cc.) over the course of 15 minutes, whilst maintaining the temperature at 5° C. The mixture is allowed to react for one hour at 5° C. and is then concentrated to dryness under reduced pressure (0.5 mm Hg). ... Reactants: ClC=1C(=C2NC(C(NC2=CC1[N+](=O)[O-])=O)=O)C#N (6-chloro-5-cyano-7-nitroquinoxaline-2(1H),3(4H)-dione), O.O.[Sn](Cl)Cl (tin (II) chloride dihydrate). Solvent: C(C)O (ethanol). Yields the product NC1=C(C(=C2NC(C(NC2=C1)=O)=O)C#N)Cl (7-amino-6-chloro-5-cyanoquinoxaline-2(1H),3(4H)-dione). Yield: 86.7%. RXN SMILES: [Cl:1][C:2]1[C:3]([C:17]#[N:18])=[C:4]2[C:9](=[CH:10][C:11]=1[N+:12]([O-])=O)[NH:8][C:7](=[O:15])[C:6](=[O:16])[NH:5]2.O.O.[Sn](Cl)Cl>C(O)C>[NH2:12][C:11]1[CH:10]=[C:9]2[C:4]([NH:5][C:6](=[O:16])[C:7](=[O:15])[NH:8]2)=[C:3]([C:17]#[N:18])[C:2]=1[Cl:1] |f:1.2.3|. Procedure details: A suspension of 6-chloro-5-cyano-7-nitroquinoxaline-2(1H),3(4H)-dione (0.100 g, 0.38 mmol, as prepared above) and tin (II) chloride dihydrate (0.508 g, 2.25 mmol, Aldrich) in ethanol (4.0 mL) was refluxed for 24 h. The resulting suspension was then cooled to room temperature and the yellow solid was filtered, washed with ethanol (2.0 mL), and dried under vacuum to obtain 0.078 g (88%) of 7-amino-6-chloro-5-cyanoquinoxaline-2(1H),3(4H)-dione as a yellow powder; 1H NMR (DMSO-d6): δ 5.762 (br s, 2H... Starting materials: C1(=CC=CC=C1)S(=O)(=O)C1=C(C=2C3=C(N(C2C=C1)C(C)C)CC1CCC3N1)C(=O)OC(C)(C)C (tert-butyl 2-phenylsulfonyl-5-isopropyl-5,6,7,8,9,10-hexahydro-7,10-epiminocyclohepta[b]indole-carboxylate), Cl (HCl). The solvent is ClCCl (dichloromethane), C(C)OCC (diethylether). Run at time 5 hour. Yields the product Cl.C1(=CC=CC=C1)S(=O)(=O)C=1C=C2C3=C(N(C2=CC1)C(C)C)CC1CCC3N1 (2-phenylsulfonyl-5-isopropyl-5,6,7,8,9,10-hexahydro-7,10-epiminocyclohepta[b]indole hydrochloride). As a reaction SMILES: [C:1]1([S:7]([C:10]2[CH:18]=[CH:17][C:16]3[N:15]([CH:19]([CH3:21])[CH3:20])[C:14]4[CH2:22][CH:23]5[NH:27][CH:26]([C:13]=4[C:12]=3[C:11]=2C(OC(C)(C)C)=O)[CH2:25][CH2:24]5)(=[O:9])=[O:8])[CH:6]=[CH:5][CH:4]=[CH:3][CH:2]=1.[ClH:35]>ClCCl.C(OCC)C>[ClH:35].[C:1]1([S:7]([C:10]2[CH:11]=[C:12]3[C:16](=[CH:17][CH:18]=2)[N:15]([CH:19]([CH3:21])[CH3:20])[C:14]2[CH2:22][CH:23]4[NH:27][CH:26]([C:13]3=2)[CH2:25][CH2:24]4)(=[O:8])=[O:9])[CH:2]=[CH:3][CH:4]=[CH:5][CH:6]=1 |f:4.5|. Reported procedure: To a solution of the product of step B (100 mg, 0.06 mmol) in dichloromethane was added 2M HCl in diethylether (2 mL). After stirring at ambient temperature for 5 h the reaction mixture was concentrated in vacuo, triturated with ethyl acetate and lyophilized from water to give 2-phenylsulfonyl-5-isopropyl-5,6,7,8,9,10-hexahydro-7,10-epiminocyclohepta[b]indole hydrochloride (50 mg, 57%, AUC HPLC >99%) as a white solid: mp 260-265° C., 1H NMR (CD3OD, 300 MHz) δ 8.26 (d, J=1.5 Hz, 1H), 7.93-7.97 (m... The reactants are ClC1=CC(=C(C=2CCCOC21)C)B2OC(C(O2)(C)C)(C)C (2-(8-chloro-5-methyl-3,4-dihydro-2H-1-benzopyran-6-yl)-4,4,5,5-tetramethyl-1,3,2-dioxaborolane), C(=O)[O-].[NH4+] (ammonium formate). The reagents and catalysts are [Pd] (Palladium on activated charcoal). Run in CO (methanol). Product: CC1(OB(OC1(C)C)C=1C=CC2=C(CCCO2)C1C)C (4,4,5,5-tetramethyl-2-(5-methyl-3,4-dihydro-2H-1-benzopyran-6-yl)-1,3,2-dioxaborolane). Yield: 94.1%. RXN SMILES: Cl[C:2]1[C:11]2[O:10][CH2:9][CH2:8][CH2:7][C:6]=2[C:5]([CH3:12])=[C:4]([B:13]2[O:17][C:16]([CH3:19])([CH3:18])[C:15]([CH3:21])([CH3:20])[O:14]2)[CH:3]=1.C([O-])=O.[NH4+]>[Pd].CO>[CH3:18][C:16]1([CH3:19])[C:15]([CH3:20])([CH3:21])[O:14][B:13]([C:4]2[CH:3]=[CH:2][C:11]3[O:10][CH2:9][CH2:8][CH2:7][C:6]=3[C:5]=2[CH3:12])[O:17]1 |f:1.2|. Procedure details: Palladium on activated charcoal (10% Pd by weight, 120 mg) was added to a solution of 2-(8-chloro-5-methyl-3,4-dihydro-2H-1-benzopyran-6-yl)-4,4,5,5-tetramethyl-1,3,2-dioxaborolane (7f) (1.20 g, 3.89 mmol) and ammonium formate (2.45 g, 38.89 mmol) in methanol (20 mL). The mixture was refluxed for 60 minutes. The mixture was then cooled to room temperature, filtered through a pad of Celite® and rinsed with methanol. The filtrate was concentrated in vacuo. The residue was dissolved in ethyl acetat... Starting materials: NC1=CC=C(C=C1)C=1C=CN2C(C(=CC(=C2C1C)C1CC1)C(=O)OCC)=O (ethyl 8-(4-aminophenyl)-1-cyclopropyl-9-methyl-4-oxo-4H-quinolizine-3-carboxylate), C(O)([O-])=O.[Na+] (sodium hydrogencarbonate), aqueous solution, [O-]C#N.[Na+] (sodium cyanate). Solvent: C(C)(=O)O (acetic acid), O (water). Reaction conditions: time 3 hour. Product: C1(CC1)C=1C=C(C(N2C=CC(=C(C12)C)C1=CC=C(C=C1)NC(=O)N)=O)C(=O)OCC (ethyl 1-cyclopropyl-9-methyl-4-oxo-8-(4-ureidophenyl)-4H-quinolizine-3-carboxylate). Yield: 87.7%. Reaction SMILES: [NH2:1][C:2]1[CH:7]=[CH:6][C:5]([C:8]2[CH:9]=[CH:10][N:11]3[C:16]([C:17]=2[CH3:18])=[C:15]([CH:19]2[CH2:21][CH2:20]2)[CH:14]=[C:13]([C:22]([O:24][CH2:25][CH3:26])=[O:23])[C:12]3=[O:27])=[CH:4][CH:3]=1.[O-:28][C:29]#[N:30].[Na+].C(=O)([O-])O.[Na+]>C(O)(=O)C.O>[CH:19]1([C:15]2[CH:14]=[C:13]([C:22]([O:24][CH2:25][CH3:26])=[O:23])[C:12](=[O:27])[N:11]3[C:16]=2[C:17]([CH3:18])=[C:8]([C:5]2[CH:4]=[CH:3][C:2]([NH:1][C:29]([NH2:30])=[O:28])=[CH:7][CH:6]=2)[CH:9]=[CH:10]3)[CH2:21][CH2:20]1 |f:1.2,3.4|. Procedure: 54 mg of ethyl 8-(4-aminophenyl)-1-cyclopropyl-9-methyl-4-oxo-4H-quinolizine-3-carboxylate (Example 2) was dissolved in a mixture of 3 ml of acetic acid and 2 ml of water. 2 ml of an aqueous solution of 19 mg of sodium cyanate was added to the obtained solution at 35° C. and they were stirred at that temperature for 3 hours. The reaction mixture was poured into a saturated aqueous sodium hydrogencarbonate solution. After the extraction with chloroform, the organic layer was dried over anhydrous ... Reactants: CC(C)(C)O, C1COCCN1, CCN=C=NCCCN(C)C, COC(=O)CCNC(C(=O)N1CC(c2cc(F)ccc2F)=CC1c1ccccc1)C1CC1, Cl, [Na+], CN(C)C=O, [OH-], On1nnc2cccnc21. Product: O=C(CCNC(C(=O)N1CC(c2cc(F)ccc2F)=CC1c1ccccc1)C1CC1)N1CCOCC1. As a reaction SMILES: [C:63]([OH:64])([CH3:65])([CH3:66])[CH3:67].[CH2:35]1[CH2:36][O:37][CH2:38][CH2:39][NH:40]1.[CH3:42][N:43]([CH3:44])[CH2:45][CH2:46][CH2:47][N:48]=[C:49]=[N:50][CH2:51][CH3:52].[CH:1]1([CH:4]([C:5](=[O:6])[N:7]2[CH:8]([c:20]3[cH:21][cH:22][cH:23][cH:24][cH:25]3)[CH:9]=[C:10]([c:12]3[c:13]([F:19])[cH:14][cH:15][c:16]([F:18])[cH:17]3)[CH2:11]2)[NH:26][CH2:27][CH2:28][C:29](=[O:30])[O:31][CH3:32])[CH2:2][CH2:3]1.[ClH:41].[Na+:34].[O:68]=[CH:69][N:70]([CH3:71])[CH3:72].[OH-:33].[OH:53][n:54]1[c:55]2[n:56][cH:57][cH:58][cH:59][c:60]2[n:61][n:62]1>>[CH:1]1([CH:4]([C:5](=[O:6])[N:7]2[CH:8]([c:20]3[cH:21][cH:22][cH:23][cH:24][cH:25]3)[CH:9]=[C:10]([c:12]3[c:13]([F:19])[cH:14][cH:15][c:16]([F:18])[cH:17]3)[CH2:11]2)[NH:26][CH2:27][CH2:28][C:29](=[O:30])[N:40]2[CH2:35][CH2:36][O:37][CH2:38][CH2:39]2)[CH2:2][CH2:3]1.